This data is from the Open Reaction Database (ORD), a public repository of structured organic reaction records. The task is: describe an organic reaction: reactants, conditions, products, and yield The reactants are O[C@@H](CP(OCC(C)C)(=O)C)COS(=O)(=O)C1=CC=C(C)C=C1 (isobutyl P-[2(R)-hydroxy-3-tosyloxy-propyl]-P-methyl-phosphinate), [N-]=[N+]=[N-].[Na+] (sodium azide), O (water). The solvent is CN(C=O)C (dimethylformamide). Yields the product N(=[N+]=[N-])C[C@H](CP(OCC(C)C)(=O)C)O (isobutyl P-[3-azido-2(R)-hydroxy-propyl]-P-methyl-phosphinate). Reaction SMILES: [OH:1][C@H:2]([CH2:12]OS(C1C=CC(C)=CC=1)(=O)=O)[CH2:3][P:4]([CH3:11])(=[O:10])[O:5][CH2:6][CH:7]([CH3:9])[CH3:8].[N-:24]=[N+:25]=[N-:26].[Na+].O>CN(C)C=O>[N:24]([CH2:12][C@@H:2]([OH:1])[CH2:3][P:4]([CH3:11])(=[O:10])[O:5][CH2:6][CH:7]([CH3:9])[CH3:8])=[N+:25]=[N-:26] |f:1.2|. Reported procedure: A solution of 4.3 g of isobutyl P-[2(R)-hydroxy-3-tosyloxy-propyl]-P-methyl-phosphinate and 1.5 g of sodium azide in 25 ml of dry dimethylformamide is heated to a temperature of 120° for a period of 3 hours under an inert gas atmosphere. The reaction mixture is allowed to cool to room temperature, poured onto 50 ml of water and extracted twice with 100 ml of ethyl acetate. The organic extract is dried over magnesium sulphate and the solvent removed under reduced pressure. The residue is chromato... The reactants are CC=1C(=CC=C2C(CCSC12)=O)C(=O)O (8-methylthiochroman-4-one-7-carboxylic acid), C(C)(=O)O (acetic acid), OO (hydrogen peroxide). Reagents/catalysts: [O-][W](=O)(=O)[O-].[Na+].[Na+] (sodium tungstate). Run in O (water). Conditions: time 3 hour. The product is CC=1C(=CC=C2C(CCS(C12)=O)=O)C(=O)O (8-Methyl-1-oxothiochroman-4-one-7-carboxylic Acid). As a reaction SMILES: [CH3:1][C:2]1[C:3]([C:13]([OH:15])=[O:14])=[CH:4][CH:5]=[C:6]2[C:11]=1[S:10][CH2:9][CH2:8][C:7]2=[O:12].C(O)(=[O:18])C.OO>[O-][W]([O-])(=O)=O.[Na+].[Na+].O>[CH3:1][C:2]1[C:3]([C:13]([OH:15])=[O:14])=[CH:4][CH:5]=[C:6]2[C:11]=1[S:10](=[O:18])[CH2:9][CH2:8][C:7]2=[O:12] |f:3.4.5|. Procedure: 7.0 g (31.5 mmol) of 8-methylthiochroman-4-one-7-carboxylic acid are initially introduced into 70 ml of acetic acid together with a spatula tipful of sodium tungstate. 3.6 g (31.5 mmol) of 30% strength hydrogen peroxide solution are added dropwise at 50° C. and the reaction solution is subsequently stirred for 3 hours. It is then stirred into water and the product is extracted with ethyl acetate. The organic phase is dried and the solvent is removed. The product is purified by chromatography. The reactants are CCO, O=C1C=C(c2ccccn2)CC1. Product: O=C1CCC(c2ccccn2)C1. As a reaction SMILES: [CH3:13][CH2:14][OH:15].[n:1]1[c:2]([C:7]2=[CH:8][C:9](=[O:12])[CH2:10][CH2:11]2)[cH:3][cH:4][cH:5][cH:6]1>>[n:1]1[c:2]([CH:7]2[CH2:8][C:9](=[O:12])[CH2:10][CH2:11]2)[cH:3][cH:4][cH:5][cH:6]1. The product is CN(C(=O)N(CC(CC)OC(C)=O)C1CCCCC1)CCCOC=1C=C2C=CC(NC2=CC1)=O (6-{3-[1-methyl-3-cyclohexyl-3-(2-acetyloxybutyl)ureido]propoxy}carbostyril). Procedure: To acetic acid (100 ml) is added 2-chloro-6-{3-[1-methyl-3-cyclohexyl-3-(2-acetyloxybutyl)ureido]propoxy}quinoline (5.5 g), and the mixture is refluxed for 4 hours. The mixture is concentrated under reduced pressure to remove the acetic acid, and the residue is dissolved in methylene chloride and washed with a saturated aqueous sodium hydrogen carbonate solution. The mixture is dried over anhydrous magnesium sulfate, and concentrated under reduced pressure to remove the solvent. The residue is p... As a reaction SMILES: Cl[C:2]1[CH:11]=[CH:10][C:9]2[C:4](=[CH:5][CH:6]=[C:7]([O:12][CH2:13][CH2:14][CH2:15][N:16]([CH3:34])[C:17]([N:19]([CH:28]3[CH2:33][CH2:32][CH2:31][CH2:30][CH2:29]3)[CH2:20][CH:21]([O:24][C:25](=[O:27])[CH3:26])[CH2:22][CH3:23])=[O:18])[CH:8]=2)[N:3]=1.C(O)(=[O:37])C>>[CH3:34][N:16]([CH2:15][CH2:14][CH2:13][O:12][C:7]1[CH:8]=[C:9]2[C:4](=[CH:5][CH:6]=1)[NH:3][C:2](=[O:37])[CH:11]=[CH:10]2)[C:17]([N:19]([CH:28]1[CH2:33][CH2:32][CH2:31][CH2:30][CH2:29]1)[CH2:20][CH:21]([O:24][C:25](=[O:27])[CH3:26])[CH2:22][CH3:23])=[O:18]. Reactants: ClC1=NC2=CC=C(C=C2C=C1)OCCCN(C(=O)N(CC(CC)OC(C)=O)C1CCCCC1)C (2-chloro-6-{3-[1-methyl-3-cyclohexyl-3-(2-acetyloxybutyl)ureido]propoxy}quinoline), C(C)(=O)O (acetic acid). Reactants: ClC(Cl)(Cl)Cl, CSC1CC(=O)N1CC(=O)OCc1ccccc1, ClCCl, Cl. Product: O=C(CN1C(=O)CC1Cl)OCc1ccccc1. As a reaction SMILES: [C:23]([Cl:24])([Cl:25])([Cl:26])[Cl:27].[CH2:1]([c:2]1[cH:3][cH:4][cH:5][cH:6][cH:7]1)[O:8][C:9](=[O:10])[CH2:11][N:12]1[C:13](=[O:18])[CH2:14][CH:15]1[S:16][CH3:17].[CH2:20]([Cl:21])[Cl:22].[Cl:19]>>[CH2:1]([c:2]1[cH:3][cH:4][cH:5][cH:6][cH:7]1)[O:8][C:9](=[O:10])[CH2:11][N:12]1[C:13](=[O:18])[CH2:14][CH:15]1[Cl:21]. Reactants: C(N)(=O)C1=CC=C(C(=C1NC(=O)C=1SC=C(N1)C(C)C)C)OC (4-Isopropylthiazole-2-carboxylic acid (6-carbamoyl-3-methoxy-2-methyl-phenyl)-amide), C([O-])([O-])=O.[Na+].[Na+] (sodium carbonate), C(CC(O)(C(=O)O)CC(=O)O)(=O)O (citric acid). Run in CCO (EtOH), O (water). Product: C(C)(C)C=1N=C(SC1)C1=NC2=C(C(=CC=C2C(=N1)O)OC)C (2-(4-Isopropylthiazol-2-yl)-7-methoxy-8-methylquinazolin-4-ol). Yield: 68.7%. As a reaction SMILES: [C:1]([C:4]1[C:9]([NH:10][C:11]([C:13]2[S:14][CH:15]=[C:16]([CH:18]([CH3:20])[CH3:19])[N:17]=2)=O)=[C:8]([CH3:21])[C:7]([O:22][CH3:23])=[CH:6][CH:5]=1)(=[O:3])[NH2:2].C(=O)([O-])[O-].[Na+].[Na+].C(O)(=O)CC(CC(O)=O)(C(O)=O)O>CCO.O>[CH:18]([C:16]1[N:17]=[C:13]([C:11]2[N:2]=[C:1]([OH:3])[C:4]3[C:9](=[C:8]([CH3:21])[C:7]([O:22][CH3:23])=[CH:6][CH:5]=3)[N:10]=2)[S:14][CH:15]=1)([CH3:20])[CH3:19] |f:1.2.3|. Procedure details: The above amide (79) (3.0 g, 9 mmol) was refluxed for three hours in a mixture of sodium carbonate (2.4 g, 22.5 mmol) in EtOH (70 ml) and water (70 ml). The mixture was acidified with 5% citric acid and extracted three times with a mixture of ethyl acetate-THF (4:1). The organic phase was dried with sodium sulfate and evaporated under reduced pressure. The product was purified by column chromatography on silica gel eluted with DCM containing 3% MeOH which gave the title compound (1.95 g).